Dataset: the Open Reaction Database (ORD), a public repository of structured organic reaction records. Task: describe an organic reaction: reactants, conditions, products, and yield Reactants: OC1CN(Cc2ccccc2)CC1O, CN(C)C=O, Fc1ccccc1, [H-], [Na+]. Product: OC1CN(Cc2ccccc2)CC1Oc1ccccc1. RXN SMILES: [CH2:3]([c:4]1[cH:5][cH:6][cH:7][cH:8][cH:9]1)[N:10]1[CH2:11][CH:12]([OH:16])[CH:13]([OH:15])[CH2:14]1.[CH3:24][N:25]([CH3:26])[CH:27]=[O:28].[F:17][c:18]1[cH:19][cH:20][cH:21][cH:22][cH:23]1.[H-:1].[Na+:2]>>[CH2:3]([c:4]1[cH:5][cH:6][cH:7][cH:8][cH:9]1)[N:10]1[CH2:11][CH:12]([OH:16])[CH:13]([O:15][c:18]2[cH:19][cH:20][cH:21][cH:22][cH:23]2)[CH2:14]1. Reactants: ClC=1C2=C(N=C(N1)N)N=NN2 (7-Chloro-1H-1,2,3triazolo[4,5-d]pyrimidin-5-amine), [Na] (Sodium), C(C1=CC=CC=C1)O (benzyl alcohol), [Na] (sodium). Run in O (Water). Run at time 16 hour. Yields the product C1(=CC=CC=C1)COC=1C2=C(N=C(N1)N)N=NN2 (7-(Phenylmethoxy)-1H-1,2,3-triazolo[4,5-d]pyrimidin-5-amine). Yield: 61.4%. As a reaction SMILES: [Na].[CH2:2]([OH:9])[C:3]1[CH:8]=[CH:7][CH:6]=[CH:5][CH:4]=1.Cl[C:11]1[C:12]2[NH:20][N:19]=[N:18][C:13]=2[N:14]=[C:15]([NH2:17])[N:16]=1>O>[C:3]1([CH2:2][O:9][C:11]2[C:12]3[NH:20][N:19]=[N:18][C:13]=3[N:14]=[C:15]([NH2:17])[N:16]=2)[CH:8]=[CH:7][CH:6]=[CH:5][CH:4]=1 |^1:0|. Reported procedure: Sodium metal (3.7 g, 0.162 mol) was added in pieces to benzyl alcohol (117 ml, 1.13 mol) under nitrogen over 20 minutes. The reaction was then heated to 80° for 90 minutes. All of the sodium metal dissolved, and the reaction was left at room temperature for 16 hours. 7-Chloro-1H-1,2,3triazolo[4,5-d]pyrimidin-5-amine (9.23 g. 0.0541 mol) was then added, and the reaction was heated to 60° for 5 hours. The reaction was cooled and left at 5° for 16 hours. Water (500 ml) was added to dissolve the pre... Starting materials: [H-].[Na+] (NaH), C(C)(C)(C)[SiH2]OC(C1=CC(=NC=C1)N)(C)C (4-(tert-Butyl-dimethyl-silanyloxymethyl)-pyridin-2-ylamine), ClC=1SC(=CN1)C1=CC=CC=C1 (2-chloro-5-phenyl-thiazole). Solvent: C1CCOC1 (THF). The product is C(C)(C)(C)[SiH2]OC(C1=CC(=NC=C1)NC=1SC(=CN1)C1=CC=CC=C1)(C)C ([4-(tert-Butyl-dimethyl-silanyloxymethyl)-pyridin-2-yl]-(5-phenyl-thiazol-2-yl)-amine). RXN SMILES: [C:1]([SiH2:5][O:6][C:7]([CH3:16])([CH3:15])[C:8]1[CH:13]=[CH:12][N:11]=[C:10]([NH2:14])[CH:9]=1)([CH3:4])([CH3:3])[CH3:2].[H-].[Na+].Cl[C:20]1[S:21][C:22]([C:25]2[CH:30]=[CH:29][CH:28]=[CH:27][CH:26]=2)=[CH:23][N:24]=1>C1COCC1>[C:1]([SiH2:5][O:6][C:7]([CH3:16])([CH3:15])[C:8]1[CH:13]=[CH:12][N:11]=[C:10]([NH:14][C:20]2[S:21][C:22]([C:25]3[CH:30]=[CH:29][CH:28]=[CH:27][CH:26]=3)=[CH:23][N:24]=2)[CH:9]=1)([CH3:4])([CH3:2])[CH3:3] |f:1.2|. Reported procedure: 4-(tert-Butyl-dimethyl-silanyloxymethyl)-pyridin-2-ylamine (8-5), 1.00 g (4.19 mmol) was dissolved in 20 mL anhydrous THF at room temp, and NaH (60% dispersion, 0.670 g, 16.8 mmol) was added. When the bubbling stopped, 2-chloro-5-phenyl-thiazole (Hafez, E. A. A.; Abed, N. M.; Elsakka, I. A.; J.Heterocycl.Chem. 1983; 20, 285-288), 0.739 g (3.78 mmol) was added, and the reaction was heated to reflux. After 2 hours the THF was removed in vacuo and the resulting solution was taken to neutral pH with... Reactants: C(C1=CC=CC=C1)N1C(CC(C1)N(CC1=C(C=C(C=C1)F)F)C(=O)OC(C)(C)C)C(=O)O (1-benzyl-4-[tert-butoxycarbonyl-(2,4-difluoro-benzyl)-amino]-pyrrolidine-2-carboxylic acid), C(C)OC(=O)C1CCNCC1 (piperidine-4-carboxylic acid ethyl ester). The product is C(C)OC(=O)C1CN(CCC1)C(=O)[C@H]1N(C[C@H](C1)NCC1=C(C=C(C=C1)F)F)CC1=CC=CC=C1 ([(2S,4S)-1-benzyl-4-(2,4-difluoro-benzylamino)-pyrrolidine-2-carbonyl]-piperidine-3-carboxylic acid ethyl ester), C(C)OC(=O)C1CCN(CC1)C(=O)[C@H]1N(C[C@H](C1)NCC1=C(C=C(C=C1)F)F)CC1=CC=CC=C1 ([(2S,4S)-1-Benzyl-4-(2,4-difluoro-benzylamino)-pyrrolidine-2-carbonyl]-piperidine-4-carboxylic acid ethyl ester). Yield: 14.0%. RXN SMILES: [CH2:1]([N:8]1[CH2:12][CH:11]([N:13](C(OC(C)(C)C)=O)[CH2:14][C:15]2[CH:20]=[CH:19][C:18]([F:21])=[CH:17][C:16]=2[F:22])[CH2:10][CH:9]1[C:30](O)=[O:31])[C:2]1[CH:7]=[CH:6][CH:5]=[CH:4][CH:3]=1.[CH2:33]([O:35][C:36]([CH:38]1[CH2:43][CH2:42][NH:41][CH2:40][CH2:39]1)=[O:37])[CH3:34]>>[CH2:33]([O:35][C:36]([CH:39]1[CH2:38][CH2:43][CH2:42][N:41]([C:30]([C@@H:9]2[CH2:10][C@H:11]([NH:13][CH2:14][C:15]3[CH:20]=[CH:19][C:18]([F:21])=[CH:17][C:16]=3[F:22])[CH2:12][N:8]2[CH2:1][C:2]2[CH:7]=[CH:6][CH:5]=[CH:4][CH:3]=2)=[O:31])[CH2:40]1)=[O:37])[CH3:34].[CH2:33]([O:35][C:36]([CH:38]1[CH2:43][CH2:42][N:41]([C:30]([C@@H:9]2[CH2:10][C@H:11]([NH:13][CH2:14][C:15]3[CH:20]=[CH:19][C:18]([F:21])=[CH:17][C:16]=3[F:22])[CH2:12][N:8]2[CH2:1][C:2]2[CH:7]=[CH:6][CH:5]=[CH:4][CH:3]=2)=[O:31])[CH2:40][CH2:39]1)=[O:37])[CH3:34]. Reported procedure: As described for Example 1f, 1-benzyl-4-[tert-butoxycarbonyl-(2,4-difluoro-benzyl)-amino]-pyrrolidine-2-carboxylic acid (60.0 mg, 0.134 mmol) was converted, using piperidine-4-carboxylic acid ethyl ester instead of 2-piperazin-1-yl-benzonitrile, to the title product [(2S,4S)-1-benzyl-4-(2,4-difluoro-benzylamino)-pyrrolidine-2-carbonyl]-piperidine-3-carboxylic acid ethyl ester (8.7 mg, 14% yield) as colorless oil. MS m/e=486.6 [M+H]+. Reagents/catalysts: [Pd] (palladium-on-charcoal). Solvent: C(Cl)Cl.CO (methylene chloride methanol). RXN SMILES: C([O:8][C:9]([C:11]1[CH:12]=[C:13]([NH:17][C:18](=[O:53])[NH:19][CH2:20][C:21]([N:23]2[CH:27]([C:28]3[CH:33]=[CH:32][CH:31]=[CH:30][C:29]=3[F:34])[CH:26]([S:35]([N:38]3[CH2:43][CH2:42][O:41][CH2:40][CH2:39]3)(=[O:37])=[O:36])[CH2:25][CH:24]2[C:44](=[O:52])[NH:45][CH2:46][CH2:47][C:48]([CH3:51])([CH3:50])[CH3:49])=[O:22])[CH:14]=[CH:15][CH:16]=1)=[O:10])C1C=CC=CC=1.C(O)C>[Pd].C(Cl)Cl.CO>[CH3:49][C:48]([CH3:51])([CH3:50])[CH2:47][CH2:46][NH:45][C:44]([CH:24]1[CH2:25][CH:26]([S:35]([N:38]2[CH2:39][CH2:40][O:41][CH2:42][CH2:43]2)(=[O:37])=[O:36])[CH:27]([C:28]2[CH:33]=[CH:32][CH:31]=[CH:30][C:29]=2[F:34])[N:23]1[C:21](=[O:22])[CH2:20][NH:19][C:18](=[O:53])[NH:17][C:13]1[CH:12]=[C:11]([CH:16]=[CH:15][CH:14]=1)[C:9]([OH:10])=[O:8])=[O:52] |f:3.4|. Procedure: A The process is performed as described in Example 2A, but starting with 3 g of (2RS,4SR,5RS)-1-{2-[3-(3-benzyloxycarbonylphenyl)ureido]acetyl}-5-(2-fluorophenyl)-4-morpholinosulphonyl-2-(3,3-dimethylbutyl)carbamoylpyrrolidine, 0.3 g of 10% palladium-on-charcoal and 100 cm3 of ethanol under a hydrogen atmosphere (130 kPa). After treatment, 2.2 g of (2RS,4SR,5RS)-3-(3-{2-[2-(3,3-dimethylbutyl)carbamoyl-5-(2-fluorophenyl)-4-morpholinosulphonyl-1-pyrrolidinyl]-2-oxoethyl}ureido)benzoic acid are obt... The reactants are C(C1=CC=CC=C1)OC(=O)C=1C=C(C=CC1)NC(NCC(=O)N1C(CC(C1C1=C(C=CC=C1)F)S(=O)(=O)N1CCOCC1)C(NCCC(C)(C)C)=O)=O ((2RS,4SR,5RS)-1-{2-[3-(3-benzyloxycarbonylphenyl)ureido]acetyl}-5-(2-fluorophenyl)-4-morpholinosulphonyl-2-(3,3-dimethylbutyl)carbamoylpyrrolidine), C(C)O (ethanol). The yield is 83.3%. Product: CC(CCNC(=O)C1N(C(C(C1)S(=O)(=O)N1CCOCC1)C1=C(C=CC=C1)F)C(CNC(NC=1C=C(C(=O)O)C=CC1)=O)=O)(C)C ((2RS,4SR,5RS)-3-(3-{2-[2-(3,3-dimethylbutyl)carbamoyl-5-(2-fluorophenyl)-4-morpholinosulphonyl-1-pyrrolidinyl]-2-oxoethyl}ureido)benzoic acid). The reactants are Br, CCC1(c2cccc(OC)c2)CCC(C)CN(C)C1. Product: Br, CCC1(c2cccc(O)c2)CCC(C)CN(C)C1. RXN SMILES: [BrH:20].[CH2:1]([CH3:2])[C:3]1([c:12]2[cH:13][c:14]([O:18][CH3:19])[cH:15][cH:16][cH:17]2)[CH2:4][N:5]([CH3:11])[CH2:6][CH:7]([CH3:10])[CH2:8][CH2:9]1>>[BrH:20].[CH2:1]([CH3:2])[C:3]1([c:12]2[cH:13][c:14]([OH:18])[cH:15][cH:16][cH:17]2)[CH2:4][N:5]([CH3:11])[CH2:6][CH:7]([CH3:10])[CH2:8][CH2:9]1. Reactants: Cc1cccc(SC2(CO)CCN(C(=O)OC(C)(C)C)CC2)c1, C1CCOC1, CI, [KH]. The product is COCC1(Sc2cccc(C)c2)CCN(C(=O)OC(C)(C)C)CC1. As a reaction SMILES: [C:2]([CH3:3])([CH3:4])([CH3:5])[O:6][C:7](=[O:8])[N:9]1[CH2:10][CH2:11][C:12]([CH2:15][OH:16])([S:17][c:18]2[cH:19][c:20]([CH3:24])[cH:21][cH:22][cH:23]2)[CH2:13][CH2:14]1.[CH2:27]1[O:28][CH2:29][CH2:30][CH2:31]1.[CH3:25][I:26].[KH:1]>>[C:2]([CH3:3])([CH3:4])([CH3:5])[O:6][C:7](=[O:8])[N:9]1[CH2:10][CH2:11][C:12]([CH2:15][O:16][CH3:25])([S:17][c:18]2[cH:19][c:20]([CH3:24])[cH:21][cH:22][cH:23]2)[CH2:13][CH2:14]1.